From a dataset of the Open Reaction Database (ORD), a public repository of structured organic reaction records. describe an organic reaction: reactants, conditions, products, and yield Reactants: CNS(=O)(=O)C1=CC=C(CNC(=O)C=2C=3C=NN(C3C=C(C2)Br)C2=CC=C(C=C2)F)C=C1 (6-bromo-1-(4-fluoro-phenyl)-1H-indazole-4-carboxylic acid 4-methylsulfamoyl-benzylamide), Cl.CN (methylamine hydrochloride), CC(C)([O-])C.[Na+] (sodium t-butoxide). Reagents/catalysts: C(C)(=O)[O-].[Pd+2].C(C)(=O)[O-] (palladium(II) acetate). The solvent is O1CCOCC1 (dioxane). Reaction conditions: temperature 90 celsius. The product is CNS(=O)(=O)C1=CC=C(CNC(=O)C=2C=3C=NN(C3C=C(C2)NC)C2=CC=C(C=C2)F)C=C1 (1-(4-Fluoro-phenyl)-6-methylamino-1H-indazole-4-carboxylic acid 4-methylsulfamoyl-benzylamide). Reaction SMILES: [CH3:1][NH:2][S:3]([C:6]1[CH:32]=[CH:31][C:9]([CH2:10][NH:11][C:12]([C:14]2[C:15]3[CH:16]=[N:17][N:18]([C:24]4[CH:29]=[CH:28][C:27]([F:30])=[CH:26][CH:25]=4)[C:19]=3[CH:20]=[C:21](Br)[CH:22]=2)=[O:13])=[CH:8][CH:7]=1)(=[O:5])=[O:4].Cl.[CH3:34][NH2:35].CC(C)([O-])C.[Na+]>C([O-])(=O)C.[Pd+2].C([O-])(=O)C.O1CCOCC1>[CH3:1][NH:2][S:3]([C:6]1[CH:32]=[CH:31][C:9]([CH2:10][NH:11][C:12]([C:14]2[C:15]3[CH:16]=[N:17][N:18]([C:24]4[CH:29]=[CH:28][C:27]([F:30])=[CH:26][CH:25]=4)[C:19]=3[CH:20]=[C:21]([NH:35][CH3:34])[CH:22]=2)=[O:13])=[CH:8][CH:7]=1)(=[O:5])=[O:4] |f:1.2,3.4,5.6.7|. Reported procedure: A mixture of 6-bromo-1-(4-fluoro-phenyl)-1H-indazole-4-carboxylic acid 4-methylsulfamoyl-benzylamide (0.05 g, 0.1 mmol), methylamine hydrochloride (0.01 g, 0.2 mmol), palladium(II) acetate di-t-butylbiphenylphosphine (0.005 g, 0.01 mmol) and sodium t-butoxide (0.03 g, 0.25 mmol) was charged in a sealed tube with dioxane (5 mL). The tube was capped, degassed with argon for 5 minutes and warmed at 90° C. for 2 hours. The reaction was cooled to room temperature and filtered through diatomaceous ear...